Dataset: the Open Reaction Database (ORD), a public repository of structured organic reaction records. Task: describe an organic reaction: reactants, conditions, products, and yield Starting materials: ClC=1C=CC(=C(C1)C1=CC(N(C=C1)C(C(=O)O)C)=O)C#N (2-[4-(5-chloro-2-cyanophenyl)-2-oxopyridin-1(2H)-yl]propanoic acid), NC1=CC=C(C=C1)C1=CC(NN1C(=O)OC(C)(C)C)=O (tert-butyl 5-(4-aminophenyl)-3-oxo-2,3-dihydro-1H-pyrazole-1-carboxylate). The product is ClC=1C=CC(=C(C1)C1=CC(N(C=C1)C(C(=O)NC1=CC=C(C=C1)C1=CC(NN1C(=O)OC(C)(C)C)=O)C)=O)C#N (tert-Butyl 5-[4-({2-[4-(5-chloro-2-cyanophenyl)-2-oxopyridin-1(2H)-yl]propanoyl}amino)phenyl]-3-oxo-2,3-dihydro-1H-pyrazole-1-carboxylate). RXN SMILES: [Cl:1][C:2]1[CH:3]=[CH:4][C:5]([C:20]#[N:21])=[C:6]([C:8]2[CH:13]=[CH:12][N:11]([CH:14]([CH3:18])[C:15]([OH:17])=O)[C:10](=[O:19])[CH:9]=2)[CH:7]=1.[NH2:22][C:23]1[CH:28]=[CH:27][C:26]([C:29]2[N:33]([C:34]([O:36][C:37]([CH3:40])([CH3:39])[CH3:38])=[O:35])[NH:32][C:31](=[O:41])[CH:30]=2)=[CH:25][CH:24]=1>>[Cl:1][C:2]1[CH:3]=[CH:4][C:5]([C:20]#[N:21])=[C:6]([C:8]2[CH:13]=[CH:12][N:11]([CH:14]([CH3:18])[C:15]([NH:22][C:23]3[CH:28]=[CH:27][C:26]([C:29]4[N:33]([C:34]([O:36][C:37]([CH3:39])([CH3:38])[CH3:40])=[O:35])[NH:32][C:31](=[O:41])[CH:30]=4)=[CH:25][CH:24]=3)=[O:17])[C:10](=[O:19])[CH:9]=2)[CH:7]=1. Procedure: 120 mg (purity 93%, 0.37 mmol) of 2-[4-(5-chloro-2-cyanophenyl)-2-oxopyridin-1(2H)-yl]propanoic acid (racemate) and 1.1 eq. of tert-butyl 5-(4-aminophenyl)-3-oxo-2,3-dihydro-1H-pyrazole-1-carboxylate were reacted according to General Method 5A. Yield: 110 mg (53% of theory)